Dataset: the Open Reaction Database (ORD), a public repository of structured organic reaction records. Task: describe an organic reaction: reactants, conditions, products, and yield Starting materials: CC1(CNC2=CC(=CC=C12)N1C(N(C(C1=O)(C)C)CC1=CC=NC=C1)=O)C (3-(3,3-dimethyl-2,3-dihydro-1H-indol-6-yl)-5,5-dimethyl-1-pyridin-4-ylmethylimidazolidine-2,4-dione), Cl.N1=C(C=CC=C1)S(=O)(=O)Cl (2-pyridylsulphonyl chloride hydrochloride). The solvent is N1=CC=CC=C1 (pyridine). Yields the product CC1(CN(C2=CC(=CC=C12)N1C(N(C(C1=O)(C)C)CC1=CC=NC=C1)=O)S(=O)(=O)C1=NC=CC=C1)C (3-[3,3-Dimethyl-1-(pyridine-2-sulphonyl)-2,3-dihydro-1H-indol-6-yl]-5,5-dimethyl-1-pyridin-4-ylmethylimidazolidine-2,4-dione). Reaction SMILES: [CH3:1][C:2]1([CH3:27])[C:10]2[C:5](=[CH:6][C:7]([N:11]3[C:15](=[O:16])[C:14]([CH3:18])([CH3:17])[N:13]([CH2:19][C:20]4[CH:25]=[CH:24][N:23]=[CH:22][CH:21]=4)[C:12]3=[O:26])=[CH:8][CH:9]=2)[NH:4][CH2:3]1.Cl.[N:29]1[CH:34]=[CH:33][CH:32]=[CH:31][C:30]=1[S:35](Cl)(=[O:37])=[O:36]>N1C=CC=CC=1>[CH3:1][C:2]1([CH3:27])[C:10]2[C:5](=[CH:6][C:7]([N:11]3[C:15](=[O:16])[C:14]([CH3:17])([CH3:18])[N:13]([CH2:19][C:20]4[CH:25]=[CH:24][N:23]=[CH:22][CH:21]=4)[C:12]3=[O:26])=[CH:8][CH:9]=2)[N:4]([S:35]([C:30]2[CH:31]=[CH:32][CH:33]=[CH:34][N:29]=2)(=[O:37])=[O:36])[CH2:3]1 |f:1.2|. Procedure: 100 mg (0.27 mmol) of 3-(3,3-dimethyl-2,3-dihydro-1H-indol-6-yl)-5,5-dimethyl-1-pyridin-4-ylmethylimidazolidine-2,4-dione were initially charged in 1 ml of pyridine, and 88 mg (0.41 mmol) of 2-pyridylsulphonyl chloride hydrochloride were added. For workup, the mixture was concentrated fully and the residue purified by flash chromatography (100 g of silica gel/95:5 CH2Cl1:CH30H). Reactants: CN1CCC(CC1)OC1=CC=CC(=N1)N (6-(1-methyl-piperidin-4-yloxy)-pyridin-2-ylamine), FC1=C(C(=O)Cl)C(=CC(=C1)F)F (2,4,6-trifluorobenzoyl chloride). The product is Cl.CN1CCC(CC1)OC1=CC=CC(=N1)NC(C1=C(C=C(C=C1F)F)F)=O (N-[6-(1-Methyl-piperidin-4-yloxy)-pyridin-2-yl]-2,4,6-trifluoro-benzamide hydrogen chloride salt). The yield is 87.9%. As a reaction SMILES: [CH3:1][N:2]1[CH2:7][CH2:6][CH:5]([O:8][C:9]2[N:14]=[C:13]([NH2:15])[CH:12]=[CH:11][CH:10]=2)[CH2:4][CH2:3]1.[F:16][C:17]1[CH:25]=[C:24]([F:26])[CH:23]=[C:22]([F:27])[C:18]=1[C:19]([Cl:21])=[O:20]>>[ClH:21].[CH3:1][N:2]1[CH2:3][CH2:4][CH:5]([O:8][C:9]2[N:14]=[C:13]([NH:15][C:19](=[O:20])[C:18]3[C:22]([F:27])=[CH:23][C:24]([F:26])=[CH:25][C:17]=3[F:16])[CH:12]=[CH:11][CH:10]=2)[CH2:6][CH2:7]1 |f:2.3|. Procedure: Using a method similar to example 154, using 6-(1-methyl-piperidin-4-yloxy)-pyridin-2-ylamine (preparation 60, 200 mg, 0.965 mmol) and 2,4,6-trifluorobenzoyl chloride (150 μL, 1.16 mmol) yields of the title compound (341 mg, 88%). Mass spectrum (ion spray): m/z 365.8 (M+1); Analysis calculated for C18H19N3O2ClF3. Theory: C, 53.81; H, 4.76; N, 10.46. Found: C, 53.74; H, 5.03; N, 10.43. mp=264-6° C. Reactants: CCN=C=NCCCN(C)C, C=COCCON, CCN(C(C)C)C(C)C, Cl, CSc1ccc(Nc2c(C(=O)O)cc3ccncn23)c(F)c1, CN(C)C=O, On1nnc2ccccc21. Yields the product C=COCCONC(=O)c1cc2ccncn2c1Nc1ccc(SC)cc1F. As a reaction SMILES: [CH3:40][CH2:41][N:42]=[C:43]=[N:44][CH2:45][CH2:46][CH2:47][N:48]([CH3:49])[CH3:50].[CH:23](=[CH2:24])[O:25][CH2:26][CH2:27][O:28][NH2:29].[CH:52]([N:53]([CH2:54][CH3:55])[CH:56]([CH3:57])[CH3:58])([CH3:59])[CH3:60].[ClH:51].[F:1][c:2]1[c:3]([NH:10][c:11]2[c:12]([C:20](=[O:21])[OH:22])[cH:13][c:14]3[n:15]2[cH:16][n:17][cH:18][cH:19]3)[cH:4][cH:5][c:6]([S:8][CH3:9])[cH:7]1.[O:61]=[CH:62][N:63]([CH3:64])[CH3:65].[OH:30][n:31]1[c:32]2[c:33]([cH:34][cH:35][cH:36][cH:37]2)[n:38][n:39]1>>[F:1][c:2]1[c:3]([NH:10][c:11]2[c:12]([C:20](=[O:22])[NH:29][O:28][CH2:27][CH2:26][O:25][CH:23]=[CH2:24])[cH:13][c:14]3[n:15]2[cH:16][n:17][cH:18][cH:19]3)[cH:4][cH:5][c:6]([S:8][CH3:9])[cH:7]1. Reactants: CCO, NC1CCc2cc(O)ccc2C1, c1ccc2c(OCC3CO3)cccc2c1. The product is Oc1ccc2c(c1)CCC(NCC(O)COc1cccc3ccccc13)C2. Reaction SMILES: [CH3:28][CH2:29][OH:30].[NH2:1][CH:2]1[CH2:3][c:4]2[cH:5][cH:6][c:7]([OH:12])[cH:8][c:9]2[CH2:10][CH2:11]1.[c:13]1([O:23][CH2:24][CH:25]2[CH2:26][O:27]2)[cH:14][cH:15][cH:16][c:17]2[cH:18][cH:19][cH:20][cH:21][c:22]12>>[NH:1]([CH:2]1[CH2:3][c:4]2[cH:5][cH:6][c:7]([OH:12])[cH:8][c:9]2[CH2:10][CH2:11]1)[CH2:26][CH:25]([CH2:24][O:23][c:13]1[cH:14][cH:15][cH:16][c:17]2[cH:18][cH:19][cH:20][cH:21][c:22]12)[OH:27]. Starting materials: [Li]C(C)(C)C, C1CCOC1, [Cl-], O=C(O)c1cccnc1Cl, [Cu]I. The product is CC(C)(C)C(=O)c1cccnc1Cl. As a reaction SMILES: [C:1]([CH3:2])([CH3:3])([CH3:4])[Li:5].[CH2:17]1[O:18][CH2:19][CH2:20][CH2:21]1.[Cl-:6].[Cl:7][c:8]1[c:9]([C:10](=[O:11])[OH:12])[cH:13][cH:14][cH:15][n:16]1.[Cu:22][I:23]>>[C:1]([CH3:2])([CH3:3])([CH3:4])[C:10]([c:9]1[c:8]([Cl:7])[n:16][cH:15][cH:14][cH:13]1)=[O:12]. Starting materials: ClC1=NC=C2C=C([N+](=CC2=C1)[O-])C1=C(C=CC=C1)Cl (7-chloro-3-(2-chlorophenyl)-2,6-naphthyridine 2-oxide), C1(CC1)C(=O)N (cyclopropanecarboxamide), 2-(dicyclohexylphosphino)-3-,6-dimethoxy-2,4′-6′-tri-1-pr-1,1′-biphenyl, [2-(2-aminoethyl)Ph]Pd(II), (dicyclohexylphosphino)-3-,6-dimethoxy-2,4′-6′-tri-1-pr-1,1′-biphenyl, C([O-])([O-])=O.[Cs+].[Cs+] (cesium carbonate). Solvent: O1CCOCC1 (1,4-dioxane), ClCCl (dichloromethane), CO (methanol). Reaction conditions: temperature 90 celsius. Yields the product ClC1=C(C=CC=C1)C=1[N+](=CC2=CC(=NC=C2C1)NC(=O)C1CC1)[O-] (3-(2-chlorophenyl)-7-(cyclopropanecarboxamido)-2,6-naphthyridine 2-oxide). The yield is 84.1%. As a reaction SMILES: Cl[C:2]1[CH:11]=[C:10]2[C:5]([CH:6]=[C:7]([C:13]3[CH:18]=[CH:17][CH:16]=[CH:15][C:14]=3[Cl:19])[N+:8]([O-:12])=[CH:9]2)=[CH:4][N:3]=1.[CH:20]1([C:23]([NH2:25])=[O:24])[CH2:22][CH2:21]1.C(=O)([O-])[O-].[Cs+].[Cs+]>O1CCOCC1.ClCCl.CO>[Cl:19][C:14]1[CH:15]=[CH:16][CH:17]=[CH:18][C:13]=1[C:7]1[N+:8]([O-:12])=[CH:9][C:10]2[C:5]([CH:6]=1)=[CH:4][N:3]=[C:2]([NH:25][C:23]([CH:20]1[CH2:22][CH2:21]1)=[O:24])[CH:11]=2 |f:2.3.4|. Reported procedure: A mixture of 7-chloro-3-(2-chlorophenyl)-2,6-naphthyridine 2-oxide (2.0 g, 7.0 mmol), cyclopropanecarboxamide (653 mg, 7.7 mmol), Chloro[2-(dicyclohexylphosphino)-3-,6-dimethoxy-2,4′-6′-tri-1-pr-1,1′-biphenyl)][2-(2-aminoethyl)Ph]Pd(II) (167 mg, 0.21 mmol), (dicyclohexylphosphino)-3-,6-dimethoxy-2,4′-6′-tri-1-pr-1,1′-biphenyl (281 mg, 0.52 mmol), and cesium carbonate (4.5 g, 13.9 mmol) in 1,4-dioxane (19 mL) was heated at 90° C. for 4 hours. The cooled reaction mixture was diluted with dichlorom... Reactants: OCc1cn(-c2ccccc2)nc1OCc1ccccc1, C1CCOC1. The product is O=Cc1cn(-c2ccccc2)nc1OCc1ccccc1. As a reaction SMILES: [CH2:1]([c:2]1[cH:3][cH:4][cH:5][cH:6][cH:7]1)[O:8][c:9]1[n:10][n:11](-[c:16]2[cH:17][cH:18][cH:19][cH:20][cH:21]2)[cH:12][c:13]1[CH2:14][OH:15].[O:22]1[CH2:23][CH2:24][CH2:25][CH2:26]1>>[CH2:1]([c:2]1[cH:3][cH:4][cH:5][cH:6][cH:7]1)[O:8][c:9]1[n:10][n:11](-[c:16]2[cH:17][cH:18][cH:19][cH:20][cH:21]2)[cH:12][c:13]1[CH:14]=[O:15]. Starting materials: ClC=1C=CC(=C(C1)C=1N=C(SC1C(=O)O)C)OC (4-(5-chloro-2-methoxyphenyl)-2-methylthiazole-5-carboxylic acid), BrC=1SC(=C(N1)C1=C(C=CC(=C1)Cl)OC)NC(OC(C)(C)C)=O (tert-butyl 2-bromo-4-(5-chloro-2-methoxyphenyl)thiazol-5-ylcarbamate). Yields the product ClC=1C=CC(=C(C1)C=1N=C(SC1NC(OC(C)(C)C)=O)C)OC (tert-butyl 4-(5-chloro-2-methoxyphenyl)-2-methylthiazol-5-ylcarbamate). Reaction SMILES: [Cl:1][C:2]1[CH:3]=[CH:4][C:5]([O:17][CH3:18])=[C:6]([C:8]2[N:9]=[C:10]([CH3:16])[S:11][C:12]=2C(O)=O)[CH:7]=1.BrC1SC([NH:34][C:35](=[O:41])[O:36][C:37]([CH3:40])([CH3:39])[CH3:38])=C(C2C=C(Cl)C=CC=2OC)N=1>>[Cl:1][C:2]1[CH:3]=[CH:4][C:5]([O:17][CH3:18])=[C:6]([C:8]2[N:9]=[C:10]([CH3:16])[S:11][C:12]=2[NH:34][C:35](=[O:41])[O:36][C:37]([CH3:40])([CH3:39])[CH3:38])[CH:7]=1. Reported procedure: Using 4-(5-chloro-2-methoxyphenyl)-2-methylthiazole-5-carboxylic acid, the title compound was prepared following the synthetic procedures described for tert-butyl 2-bromo-4-(5-chloro-2-methoxyphenyl)thiazol-5-ylcarbamate to give tert-butyl 4-(5-chloro-2-methoxyphenyl)-2-methylthiazol-5-ylcarbamate. LCMS (ESI) m+H=355.3; 1H NMR (400 MHz, DMSO-d6): δ 7.40 (dd, 1H); 7.32 (d, 1H); 7.11 (d, 1H); 3.77 (s, 3H); 2.55 (s, 3H); 1.42 (s, 9H).